From a dataset of the Open Reaction Database (ORD), a public repository of structured organic reaction records. describe an organic reaction: reactants, conditions, products, and yield The reactants are BrC=1C=C(SC1)CN(S(=O)(=O)C1=C(C=CC=C1)Cl)CC(C)C (N-(4-bromo-thiophen-2-ylmethyl)-2-chloro-N-isobutyl-benzenesulfonamide), CS(=O)(=O)C=1C=C(C=NC1)B(O)O (5-(methylsulfonyl)-3-pyridineboronic acid), C(=O)([O-])[O-].[Na+].[Na+] (Na2CO3). Reagents/catalysts: C1=CC=C(C=C1)P([C-]2C=CC=C2)C3=CC=CC=C3.C1=CC=C(C=C1)P([C-]2C=CC=C2)C3=CC=CC=C3.Cl[Pd]Cl.[Fe+2].ClCCl (dichloro[1,1′-bis(diphenylphosphino)ferrocene]palladium dichloromethane). The solvent is O1CCOCC1.O (dioxane water). The product is ClC1=C(C=CC=C1)S(=O)(=O)N(CC=1SC=C(C1)C=1C=NC=C(C1)S(=O)(=O)C)CC(C)C (2-chloro-N-isobutyl-N-[4-(5-methanesulfonyl-pyridin-3-yl)-thiophen-2-ylmethyl]-benzenesulfonamide). Reaction SMILES: Br[C:2]1[CH:3]=[C:4]([CH2:7][N:8]([CH2:19][CH:20]([CH3:22])[CH3:21])[S:9]([C:12]2[CH:17]=[CH:16][CH:15]=[CH:14][C:13]=2[Cl:18])(=[O:11])=[O:10])[S:5][CH:6]=1.[CH3:23][S:24]([C:27]1[CH:28]=[C:29](B(O)O)[CH:30]=[N:31][CH:32]=1)(=[O:26])=[O:25].C([O-])([O-])=O.[Na+].[Na+]>O1CCOCC1.O.C1C=CC(P(C2C=CC=CC=2)[C-]2C=CC=C2)=CC=1.C1C=CC(P(C2C=CC=CC=2)[C-]2C=CC=C2)=CC=1.Cl[Pd]Cl.[Fe+2].ClCCl>[Cl:18][C:13]1[CH:14]=[CH:15][CH:16]=[CH:17][C:12]=1[S:9]([N:8]([CH2:19][CH:20]([CH3:22])[CH3:21])[CH2:7][C:4]1[S:5][CH:6]=[C:2]([C:29]2[CH:30]=[N:31][CH:32]=[C:27]([S:24]([CH3:23])(=[O:26])=[O:25])[CH:28]=2)[CH:3]=1)(=[O:11])=[O:10] |f:2.3.4,5.6,7.8.9.10.11|. Procedure details: In analogy to example 1, step 3, N-(4-bromo-thiophen-2-ylmethyl)-2-chloro-N-isobutyl-benzenesulfonamide (example 14, step 2) was reacted with 5-(methylsulfonyl)-3-pyridineboronic acid, Na2CO3 and dichloro[1,1′-bis(diphenylphosphino)ferrocene]palladium dichloromethane adduct in dioxane/water to give 2-chloro-N-isobutyl-N-[4-(5-methanesulfonyl-pyridin-3-yl)-thiophen-2-ylmethyl]-benzenesulfonamide as an off-white solid. MS: 557.1 ([M+OAc]−) The reactants are hydrate, OCC=C(CC(C=C(C=CC1=C(CCCC1(C)C)C)C)O)C (1,5-dihydroxy-3,7-dimethyl-9-(2,6,6-trimethylcyclohexene-1-yl)-2,6,8-nonatriene), C([O-])(O)=O.[Na+] (sodium bicarbonate). Solvent: CO (methanol). Reaction conditions: temperature 0 celsius, time 3 hour. The product is OCC=C(CC(C=C(C=CC1=C(CCCC1(C)C)C)C)OC)C (1-hydroxy-5-methoxy-3,7-dimethyl-9-(2,6,6-trimethylcyclohexene- 1-yl) -2,6,8-nonatriene). Yield: 85.0%. As a reaction SMILES: [OH:1][CH2:2][CH:3]=[C:4]([CH3:22])[CH2:5][CH:6]([OH:21])[CH:7]=[C:8]([CH3:20])[CH:9]=[CH:10][C:11]1[C:16]([CH3:18])([CH3:17])[CH2:15][CH2:14][CH2:13][C:12]=1[CH3:19].[C:23](=O)(O)[O-].[Na+]>CO>[OH:1][CH2:2][CH:3]=[C:4]([CH3:22])[CH2:5][CH:6]([O:21][CH3:23])[CH:7]=[C:8]([CH3:20])[CH:9]=[CH:10][C:11]1[C:16]([CH3:17])([CH3:18])[CH2:15][CH2:14][CH2:13][C:12]=1[CH3:19] |f:1.2|. Reported procedure: 1.52 g (5 mmol) of 1,5-dihydroxy-3,7-dimethyl-9-(2,6,6-trimethylcyclohexene-1-yl)-2,6,8-nonatriene (I) was dissolved in 20 ml of methanol and the mixture was cooled to 0° C. To the mixture was then added 47.6 mg (0.25 mmol) of paratoluenesulfonic acid hydrate. After the mixture was stirred at 0° C. for 3 hours, a saturated aqueous sodium bicarbonate solution was added to the mixture and the resulting mixture was subjected to extraction with ether, followed by washing with a saturated brine. The ... The reactants are CC(=O)[O-], CN(CCOc1ccc(C=O)cc1)c1nc2ccccc2o1, Cc1ccccc1, C1CC[NH2+]CC1, O=C1CSC(=O)N1. Yields the product CN(CCOc1ccc(C=C2SC(=O)NC2=O)cc1)c1nc2ccccc2o1. RXN SMILES: [C:30]([O-:31])(=[O:32])[CH3:33].[CH3:1][N:2]([c:3]1[o:4][c:5]2[c:6]([n:7]1)[cH:8][cH:9][cH:10][cH:11]2)[CH2:12][CH2:13][O:14][c:15]1[cH:16][cH:17][c:18]([CH:19]=[O:20])[cH:21][cH:22]1.[CH3:40][c:41]1[cH:42][cH:43][cH:44][cH:45][cH:46]1.[NH2+:34]1[CH2:35][CH2:36][CH2:37][CH2:38][CH2:39]1.[S:23]1[C:24](=[O:29])[NH:25][C:26](=[O:28])[CH2:27]1>>[CH3:1][N:2]([c:3]1[o:4][c:5]2[c:6]([n:7]1)[cH:8][cH:9][cH:10][cH:11]2)[CH2:12][CH2:13][O:14][c:15]1[cH:16][cH:17][c:18]([CH:19]=[C:27]2[S:23][C:24](=[O:29])[NH:25][C:26]2=[O:28])[cH:21][cH:22]1. The reactants are CC(C)([O-])C.[K+] (Potassium tert-butoxide), Triethylphoshonoacetate, O1CCCC1 (tetrahydrofuran), C(C)(C)(C)OC(=O)NC(CC=O)(C)C (3-(tert-butoxycarbonylamino)-3-methylbutanal), O1CCCC1 (tetrahydrofuran). Solvent: C(C)(=O)OCC (ethyl acetate), Cl (hydrochloric acid). Conditions: time 40 minute. Product: C(C)(C)(C)OC(=O)NC(C/C=C/C(=O)OCC)(C)C (ethyl (2E)-5-(tert-butoxycarbonylamino)-5-methylhex-2-enoate). RXN SMILES: C[C:2]([CH3:5])([O-:4])C.[K+].[C:7]([O:11][C:12]([NH:14][C:15]([CH3:20])([CH3:19])[CH2:16][CH:17]=O)=[O:13])([CH3:10])([CH3:9])[CH3:8].[O:21]1CC[CH2:23][CH2:22]1>C(OCC)(=O)C.Cl>[C:7]([O:11][C:12]([NH:14][C:15]([CH3:20])([CH3:19])[CH2:16]/[CH:17]=[CH:23]/[C:22]([O:4][CH2:2][CH3:5])=[O:21])=[O:13])([CH3:10])([CH3:9])[CH3:8] |f:0.1|. Procedure: Triethylphoshonoacetate (1.96 mL, 9.8 mmol) was dissolved in tetrahydrofuran (30 mL). Potassium tert-butoxide (1.10 g, 9.8 mmol) was added. The solution was stirred for 40 min at room temperature. A solution of 3-(tert-butoxycarbonylamino)-3-methylbutanal (1.10 g, 5.5 mmol) in tetrahydrofuran (6 mL) was added. The solution was stirred at room temperature for 75 min. It was diluted with ethyl acetate (100 mL) and 1 N hydrochloric acid (100 mL). The phases were separated. The aqueous phase was ext... The reactants are CC1=CC=C(C=C1)C=1C(=CC=CC1)C(=O)O (4′-methyl-2-biphenylcarboxylic acid), CS(=O)(=O)O (methanesulfonic acid), C=C(C)C (isobutene), CC1=CC=C(C=C1)C=1C(=CC=CC1)C(=O)O (4′-methyl-2-biphenylcarboxylic acid). Solvent: C1(=CC=CC=C1)C (toluene). Conditions: time 2 minute. Product: CC1=CC=C(C=C1)C=1C(=CC=CC1)C(=O)OC(C)(C)C (tert-butyl 4′-methyl-2-biphenylcarboxylate). The yield is 93.9%. RXN SMILES: [CH3:1][C:2]1[CH:7]=[CH:6][C:5]([C:8]2[C:9]([C:14]([OH:16])=[O:15])=[CH:10][CH:11]=[CH:12][CH:13]=2)=[CH:4][CH:3]=1.CS(O)(=O)=O.[CH2:22]=[C:23]([CH3:25])[CH3:24]>C1(C)C=CC=CC=1>[CH3:1][C:2]1[CH:7]=[CH:6][C:5]([C:8]2[C:9]([C:14]([O:16][C:23]([CH3:25])([CH3:24])[CH3:22])=[O:15])=[CH:10][CH:11]=[CH:12][CH:13]=2)=[CH:4][CH:3]=1. Procedure: A 100-ml flask was charged with 5 ml of toluene and 2.12 g (10 mmol) of 4′-methyl-2-biphenylcarboxylic acid, and they were vigorously stirred. To this mixture was added 0.32 ml (5 mmol) of methanesulfonic acid, and isobutene gas (98 mmol) was introduced thereto at a flow rate of 1.2 liter/min for 2 minutes. The resulting mixture was stirred at room temperature for 20 minutes. After having confirmed that almost all of the peaks ascribed to 4′-methyl-2-biphenylcarboxylic acid disappeared by HPLC, ... The reactants are CC1=C(SC(=C1)N1C(N(CC1)CCOC1=CC=CC=C1)=O)C(=O)O (3-methyl-5-(2-oxo-3-(2-phenoxyethyl)imidazolidin-1-yl)thiophene-2-carboxylic acid), FC1=CC=C(CN2C(N(CC2)C2=CC(=C(S2)C(=O)O)C)=O)C=C1 (5-(3-(4-fluorobenzyl)-2-oxoimidazolidin-1-yl)-3-methylthiophene-2-carboxylic acid), CN1C=NC=C1CN ((1-methyl-1H-imidazol-5-yl)methanamine). The product is FC1=CC=C(CN2C(N(CC2)C2=CC(=C(S2)C(=O)NCC2=CN=CN2C)C)=O)C=C1 (5-(3-(4-fluorobenzyl)-2-oxoimidazolidin-1-yl)-3-methyl-N-((1-methyl-1H-imidazol-5-yl)methyl)thiophene-2-carboxamide). Yield: 75.0%. As a reaction SMILES: CC1C=C(N2CCN(CCOC3C=CC=CC=3)C2=O)SC=1C(O)=O.[F:25][C:26]1[CH:47]=[CH:46][C:29]([CH2:30][N:31]2[CH2:35][CH2:34][N:33]([C:36]3[S:40][C:39]([C:41](O)=[O:42])=[C:38]([CH3:44])[CH:37]=3)[C:32]2=[O:45])=[CH:28][CH:27]=1.[CH3:48][N:49]1[C:53]([CH2:54][NH2:55])=[CH:52][N:51]=[CH:50]1>>[F:25][C:26]1[CH:47]=[CH:46][C:29]([CH2:30][N:31]2[CH2:35][CH2:34][N:33]([C:36]3[S:40][C:39]([C:41]([NH:55][CH2:54][C:53]4[N:49]([CH3:48])[CH:50]=[N:51][CH:52]=4)=[O:42])=[C:38]([CH3:44])[CH:37]=3)[C:32]2=[O:45])=[CH:28][CH:27]=1. Procedure details: Following the procedures as described in Example 55, making variations as required to replace 3-methyl-5-(2-oxo-3-(2-phenoxyethyl)imidazolidin-1-yl)thiophene-2-carboxylic acid with 5-(3-(4-fluorobenzyl)-2-oxoimidazolidin-1-yl)-3-methylthiophene-2-carboxylic acid to react with (1-methyl-1H-imidazol-5-yl)methanamine, the title compound was obtained as a colorless solid in 75% yield: 1H NMR (300 MHz, CDCl3) δ 7.48 (s, 1H), 7.30-7.22 (m, 2H), 7.08-6.98 (m, 3H), 6.08 (s, 1H), 5.86 (t, J=5.0 Hz, 1H), ...